This data is from the Open Reaction Database (ORD), a public repository of structured organic reaction records. The task is: describe an organic reaction: reactants, conditions, products, and yield Reactants: CCO, [H][H], COc1cccc(N)c1[N+](=O)[O-]. Product: COc1cccc(N)c1N. Reaction SMILES: [CH3:15][CH2:16][OH:17].[H:13][H:14].[N+:1]([O-:2])(=[O:3])[c:4]1[c:5]([NH2:6])[cH:7][cH:8][cH:9][c:10]1[O:11][CH3:12]>>[NH2:1][c:4]1[c:5]([NH2:6])[cH:7][cH:8][cH:9][c:10]1[O:11][CH3:12]. Reactants: C(=O)(OCC)C=C(C)N[C@H]1[C@@H]2N([C@H]([C@](CS2)(C)Cl)C(=O)OC(C2=CC=CC=C2)C2=CC=CC=C2)C1=O (benzhydryl 7β-(1-carbethoxy-1-propen-2-ylamino)-3β-chloro-3α-methylcepham-4α-carboxylate), Cl (hydrochloric acid). The solvent is C(Cl)(Cl)Cl (chloroform), CC(=O)C (acetone). Reaction conditions: time 1 hour. Yields the product N[C@H]1[C@@H]2N([C@H]([C@](CS2)(C)Cl)C(=O)OC(C2=CC=CC=C2)C2=CC=CC=C2)C1=O (benzhydryl 7β-amino-3β-chloro-3α-methylcepham-4α-carboxylate). Yield: 71.2%. Reaction SMILES: C(C=C([NH:9][C@@H:10]1[C:35](=[O:36])[N:12]2[C@@H:13]([C:19]([O:21][CH:22]([C:29]3[CH:34]=[CH:33][CH:32]=[CH:31][CH:30]=3)[C:23]3[CH:28]=[CH:27][CH:26]=[CH:25][CH:24]=3)=[O:20])[C@@:14]([Cl:18])([CH3:17])[CH2:15][S:16][C@H:11]12)C)(OCC)=O.Cl>C(Cl)(Cl)Cl.CC(C)=O>[NH2:9][C@@H:10]1[C:35](=[O:36])[N:12]2[C@@H:13]([C:19]([O:21][CH:22]([C:23]3[CH:28]=[CH:27][CH:26]=[CH:25][CH:24]=3)[C:29]3[CH:34]=[CH:33][CH:32]=[CH:31][CH:30]=3)=[O:20])[C@@:14]([Cl:18])([CH3:17])[CH2:15][S:16][C@H:11]12. Procedure details: A solution of benzhydryl 7β-(1-carbethoxy-1-propen-2-ylamino)-3β-chloro-3α-methylcepham-4α-carboxylate (107 mg) and 1N hydrochloric acid (0.1 ml) in a mixture of chloroform and acetone (1:1; 2 ml) is stirred at room temperature for 1 hour. The reaction mixture is washed with water, dried, and evaporated to remove the solvent. The residue is treated with a mixture of ether and petroleum ether to give solid benzhydryl 7β-amino-3β-chloro-3α-methylcepham-4α-carboxylate (60 mg). The reactants are ClC=1C=C2C(C(C(=C(C2=CC1)O)C(=O)OCC)=O)(C)CC (ethyl 6-chloro-4-ethyl-1-hydroxy-4-methyl-3-oxo-naphthalene-2-carboxylate), Cl.NCC(=O)OC(C)(C)C (tert-butyl 2-aminoacetate hydrochloride), C(C)N(C(C)C)C(C)C (N-ethyl-N-isopropylpropan-2-amine). Run in O1CCOCC1 (dioxane). Run at temperature 95 celsius, time 4 hour. The product is ClC=1C=C2C(=C(C(C(C2=CC1)(C)CC)=O)C(=O)NCC(=O)OC(C)(C)C)O (1,1-Dimethylethyl N-((6-chloro-1-ethyl-4-hydroxy-1-methyl-2-oxo-naphthalen-3-yl)carbonyl)glycinate). Isolated yield 55.9%. Reaction SMILES: Cl[C:2]1[CH:3]=[C:4]2[C:9](=[CH:10][CH:11]=1)[C:8]([OH:12])=[C:7]([C:13](OCC)=[O:14])[C:6](=[O:18])[C:5]2([CH2:20][CH3:21])[CH3:19].[ClH:22].[NH2:23][CH2:24][C:25]([O:27][C:28]([CH3:31])([CH3:30])[CH3:29])=[O:26].C(N(C(C)C)C(C)C)C>O1CCOCC1>[Cl:22][C:11]1[CH:10]=[C:9]2[C:4](=[CH:3][CH:2]=1)[C:5]([CH2:20][CH3:21])([CH3:19])[C:6](=[O:18])[C:7]([C:13]([NH:23][CH2:24][C:25]([O:27][C:28]([CH3:31])([CH3:30])[CH3:29])=[O:26])=[O:14])=[C:8]2[OH:12] |f:1.2|. Procedure: A mixture of ethyl 6-chloro-4-ethyl-1-hydroxy-4-methyl-3-oxo-naphthalene-2-carboxylate (0.5 g, 2 mmol), and tert-butyl 2-aminoacetate hydrochloride (0.4 g, 2 mmol) in 5 mL dioxane, was treated with N-ethyl-N-isopropylpropan-2-amine (0.6 g, 5 mmol). The resulting mixture was warmed to 95° C. and stirred for 4 hours, M+Na=416, M−1=392. The mixture was then cooled to room temperature and concentrated in vacuo. The crude product was purified by column chromatography eluting with 10-20% EtOAc/hexane ...